This data is from the Open Reaction Database (ORD), a public repository of structured organic reaction records. The task is: describe an organic reaction: reactants, conditions, products, and yield Reactants: BrCCCCCBr, C1CCOC1, CCOC(=O)C(C)c1ccccc1, CC(C)[N-]C(C)C, CN1CCCN(C)C1=O, [Cl-], [Li+], [NH4+]. Product: CCOC(=O)C(C)(CCCCCBr)c1ccccc1. As a reaction SMILES: [Br:22][CH2:23][CH2:24][CH2:25][CH2:26][CH2:27][Br:28].[CH2:31]1[O:32][CH2:33][CH2:34][CH2:35]1.[CH2:9]([CH3:10])[O:11][C:12]([CH:13]([CH3:14])[c:15]1[cH:16][cH:17][cH:18][cH:19][cH:20]1)=[O:21].[CH3:2][CH:3]([N-:4][CH:5]([CH3:6])[CH3:7])[CH3:8].[CH3:36][N:37]1[CH2:38][CH2:39][CH2:40][N:41]([CH3:42])[C:43]1=[O:44].[Cl-:29].[Li+:1].[NH4+:30]>>[CH2:9]([CH3:10])[O:11][C:12]([C:13]([CH3:14])([c:15]1[cH:16][cH:17][cH:18][cH:19][cH:20]1)[CH2:23][CH2:24][CH2:25][CH2:26][CH2:27][Br:28])=[O:21]. Starting materials: NS(=O)(=O)N(CCN1C(CCC1)CO[C@@H]1COC2=C(C=3N(C1)C=1C=C(C=CC1C3C3CCCCC3)C(=O)O)C=CC=C2)C ((7S)-7-[(1-{2-[(aminosulfonyl)(methyl)amino]ethyl}pyrrolidin-2-yl)methoxy]-14-cyclohexyl-7,8-dihydro-6H-indolo[1,2-e][1,5]benzoxazocine-11-carboxylic acid), C(CCl)Cl (EDC). The reagents and catalysts are CN(C)C=1C=CN=CC1 (DMAP). Run in C(Cl)Cl (DCM), CS(=O)C (DMSO). Reaction conditions: temperature 40 celsius. Product: C1(CCCCC1)C1=C2C3=CC=CC=C3OC[C@H]3OCC4CCCN4CCN(S(NC(C4=CC=C1C(N2C3)=C4)=O)(=O)=O)C ((20S)-31-cyclohexyl-10-methyl-19,22-dioxa-9-thia-1,8,10,13-tetraazahexacyclo[18.9.1.12,6.13,29.013,17.023,28]dotriaconta-2(32),3,5,23,25,27,29(31)-heptaen-7-one 9,9-dioxide). Yield: 34.0%. Reaction SMILES: [NH2:1][S:2]([N:5]([CH3:43])[CH2:6][CH2:7][N:8]1[CH2:12][CH2:11][CH2:10][CH:9]1[CH2:13][O:14][C@H:15]1[CH2:22][N:21]2[C:23]3[CH:24]=[C:25]([C:36](O)=[O:37])[CH:26]=[CH:27][C:28]=3[C:29]([CH:30]3[CH2:35][CH2:34][CH2:33][CH2:32][CH2:31]3)=[C:20]2[C:19]2[CH:39]=[CH:40][CH:41]=[CH:42][C:18]=2[O:17][CH2:16]1)(=[O:4])=[O:3].C(Cl)CCl>C(Cl)Cl.CN(C1C=CN=CC=1)C.CS(C)=O>[CH:30]1([C:29]2[C:28]3[C:23]4=[CH:24][C:25](=[CH:26][CH:27]=3)[C:36](=[O:37])[NH:1][S:2](=[O:3])(=[O:4])[N:5]([CH3:43])[CH2:6][CH2:7][N:8]3[CH:9]([CH2:10][CH2:11][CH2:12]3)[CH2:13][O:14][C@H:15]3[CH2:22][N:21]4[C:20]=2[C:19]2[C:18]([O:17][CH2:16]3)=[CH:42][CH:41]=[CH:40][CH:39]=2)[CH2:31][CH2:32][CH2:33][CH2:34][CH2:35]1. Reported procedure: To a solution (7 mM) of (7S)-7-[(1-{2-[(aminosulfonyl)(methyl)amino]ethyl}pyrrolidin-2-yl)methoxy]-14-cyclohexyl-7,8-dihydro-6H-indolo[1,2-e][1,5]benzoxazocine-11-carboxylic acid in DCM, DMAP (5 eq) and EDC (2 eq) were added and the resulting mixture heated at 40° C. for 2 h and then at RT over night. Volatiles were eliminated in vacuo and the residue redissolved in DMSO. Purification was by RP-HPLC (stationary phase: column Waters XTERRA prep. C18, 5 um, 19×100 mm) eluting with MeCN/TFA buffere... The reactants are C(C)OC(=O)C1(CCNCC1)CCOC (4-(2-methoxy-ethyl)-piperidine-4-carboxylic acid ethyl ester), ClC1=C(C=CC=C1)S(=O)(=O)Cl (2-chlorobenzenesulfonyl chloride), FC(C(OC1=CC=C(C=N1)N)C)(F)F (6-(2,2,2-trifluoro-1-methyl-ethoxy)-pyridin-3-ylamine). Product: ClC1=C(C=CC=C1)S(=O)(=O)N1CCC2(CCN(C2=O)C=2C=NC(=CC2)OC(C(F)(F)F)C)CC1 (8-(2-Chloro-benzenesulfonyl)-2-[6-(2,2,2-trifluoro-1-methyl-ethoxy)-pyridin-3-yl]-2,8-diaza-spiro[4.5]decan-1-one). Reaction SMILES: C(O[C:4]([C:6]1([CH2:12][CH2:13]OC)[CH2:11][CH2:10][NH:9][CH2:8][CH2:7]1)=[O:5])C.[Cl:16][C:17]1[CH:22]=[CH:21][CH:20]=[CH:19][C:18]=1[S:23](Cl)(=[O:25])=[O:24].[F:27][C:28]([F:40])([F:39])[CH:29]([CH3:38])[O:30][C:31]1[N:36]=[CH:35][C:34]([NH2:37])=[CH:33][CH:32]=1>>[Cl:16][C:17]1[CH:22]=[CH:21][CH:20]=[CH:19][C:18]=1[S:23]([N:9]1[CH2:8][CH2:7][C:6]2([C:4](=[O:5])[N:37]([C:34]3[CH:35]=[N:36][C:31]([O:30][CH:29]([CH3:38])[C:28]([F:40])([F:27])[F:39])=[CH:32][CH:33]=3)[CH2:13][CH2:12]2)[CH2:11][CH2:10]1)(=[O:25])=[O:24]. Procedure details: Off-white crystalline solid.MS (ESI): 518.0 (MH+). This example was prepared in analogy to example 1 step C) to D) from 4-(2-methoxy-ethyl)-piperidine-4-carboxylic acid ethyl ester (example 1 step B)), 2-chlorobenzenesulfonyl chloride and 6-(2,2,2-trifluoro-1-methyl-ethoxy)-pyridin-3-ylamine. Starting materials: C(CCCCCC\C=C\CCC)Br (E-8-dodecenyl bromide), CCCCCC (hexane), C(C)(=O)[O-].[Na+] (Sodium acetate), CN(C=O)C (dimethyl formamide). Solvent: C(C)(=O)OCC (ethyl acetate). Conditions: temperature 110 celsius. Product: C(C)(=O)OCCCCCCC\C=C\CCC (E-8-dodecenyl acetate). Yield: 72.3%. Reaction SMILES: [CH2:1](Br)[CH2:2][CH2:3][CH2:4][CH2:5][CH2:6][CH2:7]/[CH:8]=[CH:9]/[CH2:10][CH2:11][CH3:12].[C:14]([O-:17])(=[O:16])[CH3:15].[Na+].CN(C)C=O.CCCCCC>C(OCC)(=O)C>[C:14]([O:17][CH2:1][CH2:2][CH2:3][CH2:4][CH2:5][CH2:6][CH2:7]/[CH:8]=[CH:9]/[CH2:10][CH2:11][CH3:12])(=[O:16])[CH3:15] |f:1.2|. Procedure details: Z/E-8-dodecenyl bromide (520 mg, 2.2 mmol), prepared as described above, was weighed into a 50 mL round bottom flask with a magnetic stir bar. Sodium acetate (540 mg, 6.6 mmol), freshly fused, was added in a single portion, followed by dimethyl formamide (5 mL). The flask was equipped with a condenser and was placed in a preheated oil bath (55° C.). The oil bath was further heated to 110° C. over 3 hours. The progress of the reaction was monitored by thin layer chromatography (TLC) using hexane:... Reactants: Cl (hydrogen chloride), B([C@@H]1CCCN1C(=O)[C@H](C(C)C)N)(O)O.CS(=O)(=O)O (Pt100), Cl (hydrogen chloride), Cl (hydrogen chloride), mixture, CN(C[C@@H]([C@](CC)(O)C1=CC(=CC=C1)OC)C)C ((2S,3S)-1-dimethylamino-3-(3-methoxyphenyl)-2-methylpentan-3-ol), CN(C[C@H]([C@@](CC)(O)C1=CC(=CC=C1)OC)C)C ((2R,3R)-1-dimethylamino-3-(3-methoxyphenyl)-2-methylpentan-3-ol), Cl (hydrogen chloride). The solvent is O (water), CC(=O)C (acetone). Run at temperature 5 celsius, time 20 minute. The product is Cl.CN(C[C@@H]([C@](CC)(O)C1=CC(=CC=C1)OC)C)C ((2S,3S)-1-dimethylamino-3-(3-methoxyphenyl)-2-methylpentan-3-ol hydrochloride). Isolated yield 80.0%. RXN SMILES: B(O)(O)[C@H]1N(C([C@@H](N)C(C)C)=O)CCC1.CS(O)(=O)=O.[CH3:21][N:22]([CH3:38])[CH2:23][C@H:24]([CH3:37])[C@@:25]([C:29]1[CH:34]=[CH:33][CH:32]=[C:31]([O:35][CH3:36])[CH:30]=1)([OH:28])[CH2:26][CH3:27].CN(C)C[C@@H](C)[C@](C1C=CC=C(OC)C=1)(O)CC.[ClH:57]>CC(C)=O.O>[ClH:57].[CH3:38][N:22]([CH3:21])[CH2:23][C@H:24]([CH3:37])[C@@:25]([C:29]1[CH:34]=[CH:33][CH:32]=[C:31]([O:35][CH3:36])[CH:30]=1)([OH:28])[CH2:26][CH3:27] |f:0.1,7.8|. Reported procedure: A 100 l double wall jacketed reaction vessel with electric impeller stirrer, gas transfer line Pt100 temperature sensor and oil-based cooling and heating system was charged with 15 kg (59.7 mol) of a mixture of (2S,3S)-1-dimethylamino-3-(3-methoxyphenyl)-2-methylpentan-3-ol (98%) and (2R,3R)-1-dimethylamino-3-(3-methoxyphenyl)-2-methylpentan-3-ol (2%) in 70 l of acetone at 20° C. and a stirrer speed of 100 rpm. The solution was cooled to 5° C. Within 20 min, approx. 2.0 kg of gaseous hydrogen ch... The reactants are [Br-], C1CCOC1, COc1ccc(OC)c(C=O)c1, C=C[Mg+]. Yields the product C=CC(O)c1cc(OC)ccc1OC. As a reaction SMILES: [Br-:13].[CH2:17]1[O:18][CH2:19][CH2:20][CH2:21]1.[CH3:1][O:2][c:3]1[c:4]([CH:5]=[O:6])[cH:7][c:8]([O:11][CH3:12])[cH:9][cH:10]1.[CH:14](=[CH2:15])[Mg+:16]>>[CH3:1][O:2][c:3]1[c:4]([CH:5]([OH:6])[CH:14]=[CH2:15])[cH:7][c:8]([O:11][CH3:12])[cH:9][cH:10]1. Reactants: FC=1C=C(CN2C(C3=CC=CC=C3C2=O)=O)C=CC1S(=NC#N)C (2-(3-Fluoro-4-(N-cyano-S-methylsulfinimidoyl)-benzyl)-isoindole-1,3-dione), C(C)(C)(C)OC(NCC1=C(C=C(C=C1)SC)F)=O ((2-Fluoro-4-methylsulfanyl-benzyl)-carbamic acid tert-butyl ester), ( 5-95AB ). Product: C(C)(C)(C)OC(NCC1=C(C=C(C=C1)S(=NC#N)C)F)=O ((2-Fluoro-4-(N-cyano-S-methylsulfinimidoyl)-benzyl)-carbamic acid tert-butyl ester). Procedure: The title compound is prepared following the procedure described for preparation 15b, using (2-fluoro-4-methylsulfanyl-benzyl)-carbamic acid tert-butyl ester (preparation 18b) as starting material. ESI mass spectrum: [M+H]+=312; r.t. HPLC: 0.68 min (5-95AB). RXN SMILES: FC1C=C(C=CC=1S(C)=[N:21][C:22]#[N:23])CN1C(=O)C2C(=CC=CC=2)C1=O.[C:25]([O:29][C:30](=[O:42])[NH:31][CH2:32][C:33]1[CH:38]=[CH:37][C:36]([S:39][CH3:40])=[CH:35][C:34]=1[F:41])([CH3:28])([CH3:27])[CH3:26]>>[C:25]([O:29][C:30](=[O:42])[NH:31][CH2:32][C:33]1[CH:38]=[CH:37][C:36]([S:39]([CH3:40])=[N:23][C:22]#[N:21])=[CH:35][C:34]=1[F:41])([CH3:28])([CH3:26])[CH3:27].